Dataset: the Open Reaction Database (ORD), a public repository of structured organic reaction records. Task: describe an organic reaction: reactants, conditions, products, and yield Starting materials: N1=C(C=CC=C1)C (2-picoline), C(C=C)N=C=S (allyl isothiocyanate), C1(=CC=CC=C1)[Li] (phenyl lithium), hydrochloric acid ice, CCOCC (ether), solution, CCOCC (ether). Solvent: C1=CC=CC=C1.CCOCC (benzene ether). Reaction conditions: time 1 hour. The product is C(C=C)NC(CC1=NC=CC=C1)=S (N-allyl-2-(2-pyridyl)thioacetamide). Reaction SMILES: [N:1]1[CH:6]=[CH:5][CH:4]=[CH:3][C:2]=1[CH3:7].CCOCC.C1([Li])C=CC=CC=1.[CH2:20]([N:23]=[C:24]=[S:25])[CH:21]=[CH2:22]>C1C=CC=CC=1.CCOCC>[CH2:20]([NH:23][C:24](=[S:25])[CH2:7][C:2]1[CH:3]=[CH:4][CH:5]=[CH:6][N:1]=1)[CH:21]=[CH2:22] |f:4.5|. Procedure details: A solution of 9.3 g. (0.1 mole) of 2-picoline in 50 ml. of anhydrous ether is added dropwise at 15°C. to 50 ml. of a 2.1M solution of phenyl lithium in benzene/ether under nitrogen. The resulting mixture is stirred for 1 hour, then added dropwise to a stirred solution of 9.9 g. (0.1 mole) of allyl isothiocyanate in 200 ml. of anhydrous ether at -50°C. under nitrogen. The mixture is stirred for 15 minutes after the addition is complete and then poured into 150 ml. of dilute hydrochloric acid/ice ... Reactants: OCCN1CCN(CC1)CC(=O)NC=1C(=NC(=CC1SC)C)SC (2-[4-(2-hydroxyethyl)piperazin-1-yl]-N-[2,4-bis(methylthio)-6-methylpyridin-3-yl]acetamide), SC=1OC=2C(=NC=CC2)N1 (2-mercaptooxazolo[4,5-b]pyridine), OCCN1CCN(CC1)CC(=O)NC=1C(=NC(=CC1N1CCCC1)C)N1CCCC1 (2-[4-(2-hydroxyethyl)piperazin-1-yl]-N-[2,4-bis(pyrrolidin-1-yl)-6-methylpyridin-3-yl]acetamide), SC=1NC2=C(N1)C=CC=C2 (2-mercaptobenzimidazole). The product is O1C(=NC2=NC=CC=C21)SCCN2CCN(CC2)CC(=O)NC=2C(=NC(=CC2N2CCCC2)C)N2CCCC2 (2-[4-[2-(oxazolo[4,5-b]pyridin-2-ylthio)ethyl]piperazin-1-yl]-N-[2,4-bis(pyrrolidin-1-yl)-6-methylpyridin-3-yl]acetamide). As a reaction SMILES: OCCN1CCN(CC(NC2C(SC)=NC(C)=CC=2SC)=O)CC1.O[CH2:26][CH2:27][N:28]1[CH2:33][CH2:32][N:31]([CH2:34][C:35]([NH:37][C:38]2[C:39]([N:50]3[CH2:54][CH2:53][CH2:52][CH2:51]3)=[N:40][C:41]([CH3:49])=[CH:42][C:43]=2[N:44]2[CH2:48][CH2:47][CH2:46][CH2:45]2)=[O:36])[CH2:30][CH2:29]1.SC1NC2C=CC=CC=2N=1.[SH:65][C:66]1[O:67][C:68]2[C:69]([N:74]=1)=[N:70][CH:71]=[CH:72][CH:73]=2>>[O:67]1[C:68]2[C:69](=[N:70][CH:71]=[CH:72][CH:73]=2)[N:74]=[C:66]1[S:65][CH2:26][CH2:27][N:28]1[CH2:29][CH2:30][N:31]([CH2:34][C:35]([NH:37][C:38]2[C:39]([N:50]3[CH2:51][CH2:52][CH2:53][CH2:54]3)=[N:40][C:41]([CH3:49])=[CH:42][C:43]=2[N:44]2[CH2:45][CH2:46][CH2:47][CH2:48]2)=[O:36])[CH2:32][CH2:33]1. Procedure: The reaction and treatments of Example 12 were repeated, except that 2-[4-(2-hydroxyethyl)piperazin-1-yl]-N-[2,4-bis(methylthio)-6-methylpyridin-3-yl]acetamide was replaced by 2-[4-(2-hydroxyethyl)piperazin-1-yl]-N-[2,4-bis(pyrrolidin-1-yl)-6-methylpyridin-3-yl]acetamide, and 2-mercaptobenzimidazole was replaced by 2-mercaptooxazolo[4,5-b]pyridine, to thereby yield the title compound as a pale yellow oil.